Dataset: the Open Reaction Database (ORD), a public repository of structured organic reaction records. Task: describe an organic reaction: reactants, conditions, products, and yield The reactants are [OH-].[K+] (KOH), O (water), C1COCCOCCOCCOCCOCCO1 (18-crown-6), CC1=C(CCl)C=CC=C1 (2-methylbenzyl chloride), C(C)C(=O)C (methyl ethyl ketone). Solvent: C1(=CC=CC=C1)C (toluene). Run at temperature 85 celsius, time 11 hour. The product is CC1=C(CC(C(C)=O)C)C=CC=C1 (3-(2-methylbenzyl)-butanone). The yield is 23.1%. RXN SMILES: [OH-].[K+].O.C1OCCOCCOCCOCCOCCOC1.[CH3:22][C:23]1[CH:30]=[CH:29][CH:28]=[CH:27][C:24]=1[CH2:25]Cl.[CH2:31]([C:33]([CH3:35])=[O:34])[CH3:32]>C1(C)C=CC=CC=1>[CH3:22][C:23]1[CH:30]=[CH:29][CH:28]=[CH:27][C:24]=1[CH2:25][CH:31]([CH3:32])[C:33](=[O:34])[CH3:35] |f:0.1|. Reported procedure: 56 g of KOH, 56 ml of water, 10 g of 18-crown-6 and 5 g of KI were warmed to 75° C. with 200 ml of toluene with exclusion of air. A mixture of 100 g of 2-methylbenzyl chloride and 100 g of methyl ethyl ketone was added dropwise over 30 minutes with vigorous stirring, and the mixture was stirred at 85° C. for 11 hours. The phases were then separated, and the organic layer was washed by shaking with water and distilled through a short packed column. After removing the solvent and the preliminary f... Starting materials: FC=1C=C(C=C(C1)F)C1=CC=C2C(=N1)C(=CO2)CN ((5-(3,5-difluorophenyl)furo[3,2-b]pyridin-3-yl)methanamine), ClC=1C=CN=C2C=C(C=NC12)OC (8-chloro-3-methoxy-1,5-naphthyridine), P(=O)([O-])([O-])[O-].[K+].[K+].[K+] (potassium phosphate), C1(=CC=CC=C1)P(C1=C(C2=CC=CC=C2C=C1)C1=C(C=CC2=CC=CC=C12)P(C1=CC=CC=C1)C1=CC=CC=C1)C1=CC=CC=C1 (rac-2,2′-bis(diphenylphosphino)-1,1′-binaphthyl). Reagents/catalysts: C=1C=CC(=CC1)/C=C/C(=O)/C=C/C2=CC=CC=C2.C=1C=CC(=CC1)/C=C/C(=O)/C=C/C2=CC=CC=C2.C=1C=CC(=CC1)/C=C/C(=O)/C=C/C2=CC=CC=C2.[Pd].[Pd] (tris(dibenzylideneacetone)dipalladium). Run at temperature 100 celsius. Yields the product FC=1C=C(C=C(C1)F)C1=CC=C2C(=N1)C(=CO2)CNC2=CC=NC1=CC(=CN=C21)OC (N-((5-(3,5-difluorophenyl)furo[3,2-b]pyridin-3-yl)methyl)-7-methoxy-1,5-naphthyridin-4-amine). The yield is 36.1%. As a reaction SMILES: [F:1][C:2]1[CH:3]=[C:4]([C:9]2[N:14]=[C:13]3[C:15]([CH2:18][NH2:19])=[CH:16][O:17][C:12]3=[CH:11][CH:10]=2)[CH:5]=[C:6]([F:8])[CH:7]=1.Cl[C:21]1[CH:22]=[CH:23][N:24]=[C:25]2[C:30]=1[N:29]=[CH:28][C:27]([O:31][CH3:32])=[CH:26]2.P([O-])([O-])([O-])=O.[K+].[K+].[K+].C1(P(C2C=CC=CC=2)C2C=CC3C(=CC=CC=3)C=2C2C3C(=CC=CC=3)C=CC=2P(C2C=CC=CC=2)C2C=CC=CC=2)C=CC=CC=1>C1C=CC(/C=C/C(/C=C/C2C=CC=CC=2)=O)=CC=1.C1C=CC(/C=C/C(/C=C/C2C=CC=CC=2)=O)=CC=1.C1C=CC(/C=C/C(/C=C/C2C=CC=CC=2)=O)=CC=1.[Pd].[Pd]>[F:1][C:2]1[CH:3]=[C:4]([C:9]2[N:14]=[C:13]3[C:15]([CH2:18][NH:19][C:21]4[C:30]5[C:25](=[CH:26][C:27]([O:31][CH3:32])=[CH:28][N:29]=5)[N:24]=[CH:23][CH:22]=4)=[CH:16][O:17][C:12]3=[CH:11][CH:10]=2)[CH:5]=[C:6]([F:8])[CH:7]=1 |f:2.3.4.5,7.8.9.10.11|. Reported procedure: A sealable microwave vial was charged with (5-(3,5-difluorophenyl)furo[3,2-b]pyridin-3-yl)methanamine (177.6 mg, 682 μmol), 8-chloro-3-methoxy-1,5-naphthyridine (146 mg, 751 μmol), and potassium phosphate (435 mg, 2047 μmol). A septum was attached and the vial was flushed with N2, then toluene (5 mL) and H2O (1 mL) were added and the was solution sparged with N2 for 5 min. The septum was then quickly removed and tris(dibenzylideneacetone)dipalladium (0) (15.6 mg, 17.1 μmol) and rac-2,2′-bis(diph... The reactants are C(C1=CC=CC=C1)OC1=C(C(=O)O)C=C(C=C1)C(=C)C (benzyloxy-5-isopropenyl-benzoic acid), BrC=1C=C2CNCC2=CC1 (5-bromo-2,3-dihydro-1H-isoindole), C(CCl)Cl (EDC), C=1C=CC2=C(C1)N=NN2O (HOBt), CN(C)C=O (DMF). Product: C(C1=CC=CC=C1)OC1=C(C=C(C(=C1)OCC1=CC=CC=C1)C(=C)C)C(=O)N1CC2=CC=C(C=C2C1)Br ((2,4-bis-benzyloxy-5-isopropenyl-phenyl)-(5-bromo-1,3-dihydro-isoindol-2-yl)-methanone). Reaction SMILES: [CH2:1]([O:8][C:9]1[CH:17]=[CH:16][C:15]([C:18]([CH3:20])=[CH2:19])=[CH:14][C:10]=1[C:11]([OH:13])=O)[C:2]1[CH:7]=[CH:6][CH:5]=[CH:4][CH:3]=1.[Br:21][C:22]1[CH:23]=[C:24]2[C:28](=[CH:29][CH:30]=1)[CH2:27][NH:26][CH2:25]2.C(Cl)CCl.[CH:35]1[CH:36]=[CH:37][C:38]2N(O)N=N[C:39]=2[CH:40]=1.CN([CH:48]=[O:49])C>>[CH2:1]([O:8][C:9]1[CH:17]=[C:16]([O:49][CH2:48][C:39]2[CH:38]=[CH:37][CH:36]=[CH:35][CH:40]=2)[C:15]([C:18]([CH3:20])=[CH2:19])=[CH:14][C:10]=1[C:11]([N:26]1[CH2:25][C:24]2[C:28](=[CH:29][CH:30]=[C:22]([Br:21])[CH:23]=2)[CH2:27]1)=[O:13])[C:2]1[CH:3]=[CH:4][CH:5]=[CH:6][CH:7]=1. Procedure details: A solution of benzyloxy-5-isopropenyl-benzoic acid (2.85 g; 7.6 mmol), 5-bromo-2,3-dihydro-1H-isoindole (1.5 g; 1 equiv.), EDC (1.75 g; 1.2 equiv.) and HOBt (1.25 g; 1.2 equiv.) in DMF (25 ml) was stirred at room temperature overnight then evaporated. The residue was dissolved in EtOAc, washed with 2M HCl then saturated NaHCO3, dried (MgSO4) and evaporated. Purification using a Biotage SP4 (40 S, 40 ml/min) eluting with 1:4-1:3-1:2 EtOAc/P.E. gave 2.45 g of (2,4-bis-benzyloxy-5-isopropenyl-pheny... Yields the product CC(C)Oc1ccc([N+](=O)[O-])c(C(=O)O)c1. Reaction SMILES: [CH2:21]1[O:22][CH2:23][CH2:24][CH2:25]1.[CH:3]([CH3:4])([CH3:5])[OH:6].[ClH:20].[F:7][c:8]1[cH:9][cH:10][c:11]([N+:17](=[O:18])[O-:19])[c:12]([C:13](=[O:14])[OH:15])[cH:16]1.[H-:2].[Na+:1]>>[CH:3]([CH3:4])([CH3:5])[O:6][c:8]1[cH:9][cH:10][c:11]([N+:17](=[O:18])[O-:19])[c:12]([C:13](=[O:14])[OH:15])[cH:16]1. Starting materials: C1CCOC1, CC(C)O, Cl, O=C(O)c1cc(F)ccc1[N+](=O)[O-], [H-], [Na+]. The reactants are CC1(OC=CCC1)C(=O)OCC1=CC=CC=C1 (benzyl 2-methyl-3,4-dihydro-2H-pyran-2-carboxylate), B.C1CCOC1 (BH3.THF), OO (H2O2), C(C)(=O)[O-].[Na+] (sodium acetate). Solvent: C1CCOC1 (THF), CCOC(=O)C (EtOAc), O (water). Run at time 4 hour. Yields the product OC1CCC(OC1)(C(=O)OCC1=CC=CC=C1)C (benzyl 5-hydroxy-2-methyltetrahydro-2H-pyran-2-carboxylate). RXN SMILES: [CH3:1][C:2]1([C:8]([O:10][CH2:11][C:12]2[CH:17]=[CH:16][CH:15]=[CH:14][CH:13]=2)=[O:9])[CH2:7][CH2:6][CH:5]=[CH:4][O:3]1.B.C1C[O:22]CC1.C([O-])(=O)C.[Na+].OO>C1COCC1.O.CCOC(C)=O>[OH:22][CH:5]1[CH2:4][O:3][C:2]([CH3:1])([C:8]([O:10][CH2:11][C:12]2[CH:13]=[CH:14][CH:15]=[CH:16][CH:17]=2)=[O:9])[CH2:7][CH2:6]1 |f:1.2,3.4|. Procedure details: To a solution of benzyl 2-methyl-3,4-dihydro-2H-pyran-2-carboxylate (1.0 g, 3.44 mmol) in THF (10 mL) was added BH3.THF (2.07 mL, 2.07 mmol) dropwise in an ice/acetone bath in 10 min. The reaction mixture was stirred in the bath for 4 h. The reaction mixture was quenched by the addition of a solution of sodium acetate (0.283 g, 3.44 mmol) in water (3 mL). After being stirred for 10 min, H2O2 (0.3 mL, 4.89 mmol) was added. The reaction mixture was stirred at rt for 2 h. The reaction mixture was d... The reactants are CC(=O)Nc1ccc(C)c2c1C(=O)CCN2CC#N, CC(=O)OC(C)=O, CC(=O)O. The product is CC(=O)Nc1ccc(C)c2c1C(=O)CCN2CCN. As a reaction SMILES: [C:1]([CH3:2])(=[O:3])[NH:4][c:5]1[c:6]2[c:11]([c:12]([CH3:15])[cH:13][cH:14]1)[N:10]([CH2:16][C:17]#[N:18])[CH2:9][CH2:8][C:7]2=[O:19].[CH3:20][C:21]([O:22][C:23](=[O:24])[CH3:25])=[O:26].[CH3:27][C:28](=[O:29])[OH:30]>>[C:1]([CH3:2])(=[O:3])[NH:4][c:5]1[c:6]2[c:11]([c:12]([CH3:15])[cH:13][cH:14]1)[N:10]([CH2:16][CH2:17][NH2:18])[CH2:9][CH2:8][C:7]2=[O:19].